Dataset: the Open Reaction Database (ORD), a public repository of structured organic reaction records. Task: describe an organic reaction: reactants, conditions, products, and yield Starting materials: N1C(CCC1C(=O)N1CCNCC1)=O (1-(2-Pyrrolidone-5-carbonyl)piperazine), ClCC(=O)N1CCOCC1 (4-chloroacetylmorpholine), C([O-])([O-])=O.[K+].[K+] (potassium carbonate). Solvent: CN(C=O)C (N,N-dimethylformamide). Product: O1CCN(CC1)C(=O)CN1CCN(CC1)C(=O)C1CCC(N1)=O (4-Morpholinocarbonylmethyl-1-(2-pyrrolidone-5-carbonyl)piperazine). Isolated yield 93.7%. As a reaction SMILES: [NH:1]1[CH:5]([C:6]([N:8]2[CH2:13][CH2:12][NH:11][CH2:10][CH2:9]2)=[O:7])[CH2:4][CH2:3][C:2]1=[O:14].Cl[CH2:16][C:17]([N:19]1[CH2:24][CH2:23][O:22][CH2:21][CH2:20]1)=[O:18].C(=O)([O-])[O-].[K+].[K+]>CN(C)C=O>[O:22]1[CH2:23][CH2:24][N:19]([C:17]([CH2:16][N:11]2[CH2:10][CH2:9][N:8]([C:6]([CH:5]3[NH:1][C:2](=[O:14])[CH2:3][CH2:4]3)=[O:7])[CH2:13][CH2:12]2)=[O:18])[CH2:20][CH2:21]1 |f:2.3.4|. Procedure details: 1-(2-Pyrrolidone-5-carbonyl)piperazine (3.7 g), 3.7 g of 4-chloroacetylmorpholine, 4.4 g of anhydrous potassium carbonate, and 20 ml of N,N-dimethylformamide were stirred at 70°-75° C. for 1 hour. The insoluble matter was removed by filtering the reaction mixture, the solvent was removed by evaporating the filtrate, and the residue was purified by a silica gel column chromatography to give 5.7 g of the product. This was recrystallized from a mixture of ethanol, ethyl acetate and diethyl ether to... Reactants: C(C)(C)(C)OC(=O)N1[C@@H](C[C@@H](C1)F)COCCC=CC(=O)OC (Methyl 5-((2S,4S)-1-(tert-butoxycarbonyl)-4-fluoro-2-pyrrolidinylmethoxy)-2-pentenoate). The reagents and catalysts are [Pd] (palladium/carbon). The solvent is CO (methanol). Run at time 20 hour. The product is C(C)(C)(C)OC(=O)N1[C@@H](C[C@@H](C1)F)COCCCCC(=O)OC (methyl 5-((2S,4S)-1-(tert-butoxycarbonyl)-4-fluoro-2-pyrrolidinylmethoxy)pentanoate). Isolated yield 77.5%. Reaction SMILES: [C:1]([O:5][C:6]([N:8]1[CH2:12][C@@H:11]([F:13])[CH2:10][C@H:9]1[CH2:14][O:15][CH2:16][CH2:17][CH:18]=[CH:19][C:20]([O:22][CH3:23])=[O:21])=[O:7])([CH3:4])([CH3:3])[CH3:2]>CO.[Pd]>[C:1]([O:5][C:6]([N:8]1[CH2:12][C@@H:11]([F:13])[CH2:10][C@H:9]1[CH2:14][O:15][CH2:16][CH2:17][CH2:18][CH2:19][C:20]([O:22][CH3:23])=[O:21])=[O:7])([CH3:4])([CH3:3])[CH3:2]. Procedure: Methyl 5-((2S,4S)-1-(tert-butoxycarbonyl)-4-fluoro-2-pyrrolidinylmethoxy)-2-pentenoate (1.40 g, 4.22 mmol) and 5% palladium/carbon (wet.) (700 mg) were suspended in methanol (50 ml). Under stirring at room temperature, the resulting suspension was subjected to catalytic hydrogenation at normal pressure for 20 hours. The catalyst was filtered off and the filtrate was distilled under reduced pressure to remove the solvent. The residue was purified by chromatography on a silica gel column (silica g...